This data is from the Open Reaction Database (ORD), a public repository of structured organic reaction records. The task is: describe an organic reaction: reactants, conditions, products, and yield Reactants: C(=O)(O)[O-].[Na+] (NaHCO3), N1(C=NC=C1)N(CC1=CSC2=C1C=CC(=C2)OC)C2=CC=C(C#N)C=C2 (4-{N-[1H-imidazol-1-yl]-N-[(6-methoxy-benzothien-3-yl)methyl]amino}benzonitrile), B(Br)(Br)Br (boron tribromide). Run in C(Cl)Cl (methylene chloride), C(Cl)Cl (methylene chloride). Yields the product OC1=CC2=C(C(=CS2)CN(N2C=NC=C2)C2=CC=C(C#N)C=C2)C=C1 (4-{N-[(6-hydroxy-benzothien-3-yl)methyl]-N-[1H-imidazol-1-yl-]amino}benzonitrile). Isolated yield 62.3%. As a reaction SMILES: [N:1]1([N:6]([C:19]2[CH:26]=[CH:25][C:22]([C:23]#[N:24])=[CH:21][CH:20]=2)[CH2:7][C:8]2[C:12]3[CH:13]=[CH:14][C:15]([O:17]C)=[CH:16][C:11]=3[S:10][CH:9]=2)[CH:5]=[CH:4][N:3]=[CH:2]1.B(Br)(Br)Br.C([O-])(O)=O.[Na+]>C(Cl)Cl>[OH:17][C:15]1[CH:14]=[CH:13][C:12]2[C:8]([CH2:7][N:6]([C:19]3[CH:26]=[CH:25][C:22]([C:23]#[N:24])=[CH:21][CH:20]=3)[N:1]3[CH:5]=[CH:4][N:3]=[CH:2]3)=[CH:9][S:10][C:11]=2[CH:16]=1 |f:2.3|. Reported procedure: A solution of 4-{N-[1H-imidazol-1-yl]-N-[(6-methoxy-benzothien-3-yl)methyl]amino}benzonitrile (0.50 g, 1.39 mmol) in 10 ml of methylene chloride is added at room temperature to a solution 1M of boron tribromide in methylene chloride (1.50 ml, 1.52 mmol). After 2 h at room temperature the mixture was hydrolysed with saturated aqueous NaHCO3, extracted with dichloromethane, dried over Na2SO4, filtered, and concentrated in vacuum. The crude product was purified by flash chromatography on silica gel... The reactants are CO, COc1cc(-c2cc3ccccc3[nH]2)cc(OC)c1OS(=O)(=O)c1ccccc1, Cl, [Na+], [OH-], O. Product: COc1cc(-c2cc3ccccc3[nH]2)cc(OC)c1O. RXN SMILES: [CH3:34][OH:35].[CH3:4][O:5][c:6]1[cH:7][c:8](-[c:24]2[nH:25][c:26]3[cH:27][cH:28][cH:29][cH:30][c:31]3[cH:32]2)[cH:9][c:10]([O:22][CH3:23])[c:11]1[O:12][S:13]([c:14]1[cH:15][cH:16][cH:17][cH:18][cH:19]1)(=[O:20])=[O:21].[ClH:33].[Na+:3].[OH-:2].[OH2:1]>>[CH3:4][O:5][c:6]1[cH:7][c:8](-[c:24]2[nH:25][c:26]3[cH:27][cH:28][cH:29][cH:30][c:31]3[cH:32]2)[cH:9][c:10]([O:22][CH3:23])[c:11]1[OH:12]. Run at time 16 hour. Solvent: C1CCOC1 (THF). Yields the product COC1=CC=C(C=C1)NC(=O)C1=CC=C(C=2OC3=C(C21)C=C(C=C3)NC(C)=O)OC (N1-(4-methoxyphenyl)-4-methoxy-8-acetamido-dibenzo[b,d]furan-1-carboxamide). Procedure: N1-(4-methoxyphenyl)-4-methoxy-8-amino-dibenzo[b,d]furan-1-carboxamide (90 mg, 0.248 mmol) (step 2) was treated with acetyl chloride (1.1 eq.) in THF (10 ml) containing pyridine (1.1 eq) at 0° C. and allowed to warm to room temperature. The reaction was stirred at room temperature for 16 h. THF was evaporated and the residue was washed ethanol to obtain 40 mg of N1-(4-methoxyphenyl)-4-methoxy-8-acetamido-dibenzo[b,d]furan-1-carboxamide as white solid; mp: 285° C. As a reaction SMILES: [CH3:1][O:2][C:3]1[CH:8]=[CH:7][C:6]([NH:9][C:10]([C:12]2[C:20]3[C:19]4[CH:21]=[C:22]([NH2:25])[CH:23]=[CH:24][C:18]=4[O:17][C:16]=3[C:15]([O:26][CH3:27])=[CH:14][CH:13]=2)=[O:11])=[CH:5][CH:4]=1.[C:28](Cl)(=[O:30])[CH3:29].N1C=CC=CC=1>C1COCC1>[CH3:1][O:2][C:3]1[CH:8]=[CH:7][C:6]([NH:9][C:10]([C:12]2[C:20]3[C:19]4[CH:21]=[C:22]([NH:25][C:28](=[O:30])[CH3:29])[CH:23]=[CH:24][C:18]=4[O:17][C:16]=3[C:15]([O:26][CH3:27])=[CH:14][CH:13]=2)=[O:11])=[CH:5][CH:4]=1. Starting materials: COC1=CC=C(C=C1)NC(=O)C1=CC=C(C=2OC3=C(C21)C=C(C=C3)N)OC (N1-(4-methoxyphenyl)-4-methoxy-8-amino-dibenzo[b,d]furan-1-carboxamide), C(C)(=O)Cl (acetyl chloride), N1=CC=CC=C1 (pyridine). The reactants are ice water, ClC1=CC(OC2=CC=C(C=C12)OC)=O (4-chloro-6-methoxycoumarin), ClC1=C(C(=CC=C1)Cl)O (2,6-dichlorophenol), C(=O)([O-])[O-].[K+].[K+] (K2CO3). Solvent: C(C)#N (acetonitrile). Yields the product ClC1=C(OC2=CC(OC3=CC=C(C=C23)OC)=O)C(=CC=C1)Cl (4-(2,6-dichlorophenoxy)-6-methoxycoumarin). The yield is 73.0%. Reaction SMILES: Cl[C:2]1[C:11]2[C:6](=[CH:7][CH:8]=[C:9]([O:12][CH3:13])[CH:10]=2)[O:5][C:4](=[O:14])[CH:3]=1.[Cl:15][C:16]1[CH:21]=[CH:20][CH:19]=[C:18]([Cl:22])[C:17]=1[OH:23].C([O-])([O-])=O.[K+].[K+]>C(#N)C>[Cl:15][C:16]1[CH:21]=[CH:20][CH:19]=[C:18]([Cl:22])[C:17]=1[O:23][C:2]1[C:11]2[C:6](=[CH:7][CH:8]=[C:9]([O:12][CH3:13])[CH:10]=2)[O:5][C:4](=[O:14])[CH:3]=1 |f:2.3.4|. Procedure details: A stirred mixture of 4-chloro-6-methoxycoumarin (1.0 g, 4.75 mmole) , 2,6-dichlorophenol (0.85 g, 5.22 mmole) and K2CO3 (0.98 g, 7.12 mmole) in acetonitrile, under N2, is heated at reflux temperature for 16 hours, cooled to room temperature and poured into ice water. This mixture is extracted several times with ether. The extracts are combined and concentrated in vacuo to give a tan solid residue. The residue is crystallized from ethyl acetate/hexane to afford the title product as tan crystals, ... The reactants are ClC1=C(CCl)C=CC=C1 (2-chlorobenzyl chloride), ClC1=C(C=CC=C1)C(C1C(CCCC1)O)N(C)C (2-[(2-chlorophenyl)dimethylaminomethyl]-cyclohexanol), O (water), solid, CC(C)(C)[O-].[K+] (potassium tert-butylate), crude base. The solvent is CS(=O)C (dimethylsulfoxide). Reaction conditions: temperature 100 celsius. Yields the product Cl.ClC1=C(COC2C(CCCC2)C(C2=C(C=CC=C2)Cl)N(C)C)C=CC=C1 ({[2-(2-chlorobenzyloxy) cyclohexyl]-(2-chlorophenyl)methyl}-dimethylamine hydrochloride). Yield: 12.6%. RXN SMILES: [Cl:1][C:2]1[CH:9]=[CH:8][CH:7]=[CH:6][C:3]=1[CH2:4]Cl.[Cl:10][C:11]1[CH:16]=[CH:15][CH:14]=[CH:13][C:12]=1[CH:17]([N:25]([CH3:27])[CH3:26])[CH:18]1[CH2:23][CH2:22][CH2:21][CH2:20][CH:19]1[OH:24].CC([O-])(C)C.[K+].O>CS(C)=O>[ClH:1].[Cl:1][C:2]1[CH:9]=[CH:8][CH:7]=[CH:6][C:3]=1[CH2:4][O:24][CH:19]1[CH2:20][CH2:21][CH2:22][CH2:23][CH:18]1[CH:17]([N:25]([CH3:27])[CH3:26])[C:12]1[CH:13]=[CH:14][CH:15]=[CH:16][C:11]=1[Cl:10] |f:2.3,6.7|. Procedure details: 902 mg (5.60 mmole) of 2-chlorobenzyl chloride and 1.0 g (3.73 mmole) 2-[(2-chlorophenyl)dimethylaminomethyl]-cyclohexanol were dissolved in 6.0 ml dimethylsulfoxide, analytical grade, 503 mg (4.48 mmole) solid potassium tert-butylate were added, under nitrogen, and the mixture was heated at 100° C. for 15 hours. For working up, 10 ml water were added, and the mixture was extracted three times with 15 ml ether each time. The combined extracts were washed with 10 ml each of potassium hydroxide so...